Dataset: the Open Reaction Database (ORD), a public repository of structured organic reaction records. Task: describe an organic reaction: reactants, conditions, products, and yield Reactants: [Br-].O1C(OCCC1)CC[P+](C1=CC=CC=C1)(C1=CC=CC=C1)C1=CC=CC=C1 ([2-(1,3-dioxan-2-yl)ethyl] triphenylphosphonium bromide), O (water), potassium terbutylate, C12(CC3CC(CC(C1)C3)C2)C=2C(=C(C=O)C=CC2C(C)(C)C)O[SiH](C)C (3-(1-adamantyl)-4-tert.butyl-dimethylsilyloxybenzaldehyde). Solvent: C1CCOC1 (THF). Conditions: temperature 0 celsius, time 1 hour. Yields the product C12(CC3CC(CC(C1)C3)C2)C=2C(=C(C=CC2C(C)(C)C)C=CCC2OCCCO2)O[SiH](C)C (2-[3-[3-(1-adamantyl)-4-tert.butyldimethylsilyloxyphenyl]-allyl]-1,3-dioxane). Isolated yield 95.0%. Reaction SMILES: [Br-].[O:2]1[CH2:7][CH2:6][CH2:5][O:4][CH:3]1[CH2:8][CH2:9][P+](C1C=CC=CC=1)(C1C=CC=CC=1)C1C=CC=CC=1.[C:29]12([C:39]3[C:40]([O:51][SiH:52]([CH3:54])[CH3:53])=[C:41]([CH:44]=[CH:45][C:46]=3[C:47]([CH3:50])([CH3:49])[CH3:48])[CH:42]=O)[CH2:38][CH:33]3[CH2:34][CH:35]([CH2:37][CH:31]([CH2:32]3)[CH2:30]1)[CH2:36]2.O>C1COCC1>[C:29]12([C:39]3[C:40]([O:51][SiH:52]([CH3:54])[CH3:53])=[C:41]([CH:42]=[CH:9][CH2:8][CH:3]4[O:2][CH2:7][CH2:6][CH2:5][O:4]4)[CH:44]=[CH:45][C:46]=3[C:47]([CH3:50])([CH3:48])[CH3:49])[CH2:30][CH:31]3[CH2:37][CH:35]([CH2:34][CH:33]([CH2:32]3)[CH2:38]1)[CH2:36]2 |f:0.1|. Reported procedure: 33 g (72.1 mmoles) of [2-(1,3-dioxan-2-yl)ethyl] triphenylphosphonium bromide are suspended in 100 ml of THF. The suspension is cooled to 0° C. and 8.5 g (75.6 mmoles) of potassium terbutylate are added in small amounts. The mixture is left to stand until its temperature reaches 20° C. It is then stirred for 1 hour at which point it is cooled to 0° C. There is then slowly added a solution of 3-(1-adamantyl)-4-tert.butyl-dimethylsilyloxybenzaldehyde in 100 ml of TMF. Once the addition has ended, ... The reactants are [Cr+6] (Chromium (VI)), [Cr](=O)(=O)([O-])O[Cr](=O)(=O)[O-].[K+].[K+] (potassium dichromate), C(C)(=O)O (acetic acid). The solvent is O (water). The product is C(C)(=O)[O-].[Cr+6].C(C)(=O)[O-].C(C)(=O)[O-].C(C)(=O)[O-].C(C)(=O)[O-].C(C)(=O)[O-] (chromium (VI) acetate). Reaction SMILES: [Cr+6].[Cr:2](O[Cr]([O-])(=O)=O)([O-])(=O)=O.[K+].[K+].[C:13]([OH:16])(=[O:15])[CH3:14]>O>[C:13]([O-:16])(=[O:15])[CH3:14].[Cr+6:2].[C:13]([O-:16])(=[O:15])[CH3:14].[C:13]([O-:16])(=[O:15])[CH3:14].[C:13]([O-:16])(=[O:15])[CH3:14].[C:13]([O-:16])(=[O:15])[CH3:14].[C:13]([O-:16])(=[O:15])[CH3:14] |f:1.2.3,6.7.8.9.10.11.12|. Reported procedure: Chromium (VI) Micelle: Weighed 17 grams of potassium dichromate (K2CrO4), and added to a 4 liter beaker. Dissolved the contents of the beaker in 200 ml of distilled water and added 25 ml of glacial acetic acid to produce chromium (VI) acetate in solution. Added 100 grams of chrysotile asbestos (Union Carbide, high purity, grade 7), and diluted to 3.5 liters with distilled water. Added 400 ml of 1 N sodium hydroxide. Heated at 100° C. for 30 minutes. Allowed to cool and collected by the vacuum fi... Starting materials: C(C)(=O)OC=1C(=CC2=C(CC(O2)(CCC(C)C)CCC(C)C)C1C(C)(C)C)C(C)(C)C (5-acetoxy-2,2-diisoamyl-4,6-di-tert-butyl-2,3-dihydrobenzofuran), [H-].[Al+3].[Li+].[H-].[H-].[H-] (Lithium aluminum hydride), O (water), [Cl-].[NH4+] (ammonium chloride). Solvent: O1CCCC1 (tetrahydrofuran), O1CCCC1 (tetrahydrofuran). Product: C(CC(C)C)C1(OC2=C(C1)C(=C(C(=C2)C(C)(C)C)O)C(C)(C)C)CCC(C)C (2,2-diisoamyl-4,6-di-tert-butyl-5-hydroxy-2,3-dihydrobenzofuran). Yield: 57.3%. RXN SMILES: [H-].[Al+3].[Li+].[H-].[H-].[H-].C([O:10][C:11]1[C:12]([C:34]([CH3:37])([CH3:36])[CH3:35])=[CH:13][C:14]2[O:18][C:17]([CH2:24][CH2:25][CH:26]([CH3:28])[CH3:27])([CH2:19][CH2:20][CH:21]([CH3:23])[CH3:22])[CH2:16][C:15]=2[C:29]=1[C:30]([CH3:33])([CH3:32])[CH3:31])(=O)C.O.[Cl-].[NH4+]>O1CCCC1>[CH2:24]([C:17]1([CH2:19][CH2:20][CH:21]([CH3:23])[CH3:22])[CH2:16][C:15]2[C:29]([C:30]([CH3:33])([CH3:32])[CH3:31])=[C:11]([OH:10])[C:12]([C:34]([CH3:35])([CH3:36])[CH3:37])=[CH:13][C:14]=2[O:18]1)[CH2:25][CH:26]([CH3:28])[CH3:27] |f:0.1.2.3.4.5,8.9|. Reported procedure: Lithium aluminum hydride (1.90 g) was suspended in tetrahydrofuran (200 ml) under a nitrogen atmosphere. A solution of 5-acetoxy-2,2-diisoamyl-4,6-di-tert-butyl-2,3-dihydrobenzofuran (17.4 g) in tetrahydrofuran (60 ml) was added dropwise to the suspension under cooling with ice. After heating under reflux overnight, the mixture was cooled to room temperature and water and a saturated aqueous solution of ammonium chloride were added in that order. The resulting insolubles were filtered off on Cel... Reactants: ClN1C(CCC1=O)=O (N-chlorosuccinimide), ClC1=C(C=NO)C(=CC=C1)Cl (2,6-Dichloro-benzaldehyde oxime), Cl (HCl). Run in CN(C)C=O (DMF). Run at time 8 hour. The product is ClON=CC1=C(C=CC(=C1)Cl)Cl (2,5 Dichlorobenzaldehyde-chloro-oxime). RXN SMILES: [Cl:1][C:2]1[CH:10]=[CH:9][CH:8]=[C:7](Cl)[C:3]=1[CH:4]=[N:5][OH:6].[Cl:12]N1C(=O)CCC1=O.[ClH:20]>CN(C=O)C>[Cl:20][O:6][N:5]=[CH:4][C:3]1[CH:7]=[C:8]([Cl:12])[CH:9]=[CH:10][C:2]=1[Cl:1]. Procedure details: 2,6-Dichloro-benzaldehyde oxime (7.6 g, 40 mmol) is dissolved in 56 mL of DMF and N-chlorosuccinimide (5.9 g, 44.0 mmol) is added followed by a catalytic amount of HCl gas. The reaction mixture is stirred overnight. The reaction mixture is partitioned between ether and water. The layers are separated and the ether layer is washed with brine and is dried over sodium sulfate. The ether layer is filtered and the solvent is removed under reduced pressure to yield the crude product. The crude product... The reactants are OCC=1N=CNC1C (4-hydroxymethyl-5-methyl-1H-imidazole), ClC1=CC=C(C=C1)C=1N(C(NN1)=O)C1CC1 (5-(4-chlorophenyl)-4-cyclopropyl-2,4-dihydro-3H-1,2,4-triazol-3-one), C([O-])([O-])=O.[K+].[K+] (potassium carbonate). Yields the product ClC1=CC=C(C=C1)C=1N(C(N(N1)CC=1N=CNC1C)=O)C1CC1 (5-(4-Chlorophenyl)-4-cyclopropyl-2-[(5-methyl-1H-imidazol-4-yl)methyl]-2,4-dihydro-3H-1,2,4-triazol-3-one). Reaction SMILES: O[CH2:2][C:3]1[N:4]=[CH:5][NH:6][C:7]=1[CH3:8].[Cl:9][C:10]1[CH:15]=[CH:14][C:13]([C:16]2[N:17]([CH:22]3[CH2:24][CH2:23]3)[C:18](=[O:21])[NH:19][N:20]=2)=[CH:12][CH:11]=1.C(=O)([O-])[O-].[K+].[K+]>>[Cl:9][C:10]1[CH:11]=[CH:12][C:13]([C:16]2[N:17]([CH:22]3[CH2:24][CH2:23]3)[C:18](=[O:21])[N:19]([CH2:2][C:3]3[N:4]=[CH:5][NH:6][C:7]=3[CH3:8])[N:20]=2)=[CH:14][CH:15]=1 |f:2.3.4|. Procedure details: Analogously to the compound in Example 96A, 181 mg (1.62 mmol) of 4-hydroxymethyl-5-methyl-1H-imidazole, 381 mg (1.62 mmol) of 5-(4-chlorophenyl)-4-cyclopropyl-2,4-dihydro-3H-1,2,4-triazol-3-one [preparation according to WO 2007/134862 Example 36A] and 670 mg (4.85 mmol) of potassium carbonate were reacted with one another. This gave 180 mg (47% of theory) of the target compound in a purity of 76%.